Task: describe an organic reaction: reactants, conditions, products, and yield. Dataset: the Open Reaction Database (ORD), a public repository of structured organic reaction records The reactants are C1(CCCC1)C1=NC=2N(C(N=C(C2N1)N[C@H](CO)CC1=CC=NC=C1)=O)CCC ((S)-8-cyclopentyl-6-[1-hydroxy-3-(4-pyridyl)propan-2-ylamino]-3-(n-propyl)-7H-purin-2(3H)-one), S(=O)(Cl)Cl (thionyl chloride). Run at temperature 60 celsius, time 2 hour. Yields the product C1(CCCC1)C1=NC=2N(C(N3C(C2N1)=N[C@H](C3)CC3=CC=NC=C3)=O)CCC ((S)-2-Cyclopentyl-7,8-dihydro-8-(4-picolyl)-4-(n-propyl)-1H-imidazo[2,1-i]purin-5(4H)-one). The yield is 56.1%. RXN SMILES: [CH:1]1([C:6]2[NH:14][C:13]3[C:12]([NH:15][C@@H:16]([CH2:19][C:20]4[CH:25]=[CH:24][N:23]=[CH:22][CH:21]=4)[CH2:17]O)=[N:11][C:10](=[O:26])[N:9]([CH2:27][CH2:28][CH3:29])[C:8]=3[N:7]=2)[CH2:5][CH2:4][CH2:3][CH2:2]1.S(Cl)(Cl)=O>>[CH:1]1([C:6]2[NH:14][C:13]3[C:12]4=[N:15][C@@H:16]([CH2:19][C:20]5[CH:25]=[CH:24][N:23]=[CH:22][CH:21]=5)[CH2:17][N:11]4[C:10](=[O:26])[N:9]([CH2:27][CH2:28][CH3:29])[C:8]=3[N:7]=2)[CH2:2][CH2:3][CH2:4][CH2:5]1. Procedure details: To Compound 1a (578 mg, 1.46 mmol) was added thionyl chloride (5.0 mL, 68.5 mmol, 47 equivalents) and the mixture was stirred at 60° C. for 2 hours. Excess thionyl chloride was evaporated, to the resulting residue were added chloroform (10 mL) and saturated aqueous sodium hydrogen carbonate (10 mL), and the mixture was stirred at room temperature for 12 hours. The reaction mixture was extracted with chloroform, the organic layer was washed with saturated aqueous sodium chloride and dried over an... Starting materials: CCOC(C)=O, COC(=O)c1cnc(OC)c([N+](=O)[O-])c1, [H][H]. Yields the product COC(=O)c1cnc(OC)c(N)c1. Reaction SMILES: [CH3:18][CH2:19][O:20][C:21](=[O:22])[CH3:23].[CH3:1][O:2][c:3]1[n:4][cH:5][c:6]([C:7](=[O:8])[O:9][CH3:10])[cH:11][c:12]1[N+:13]([O-:14])=[O:15].[H:16][H:17]>>[CH3:1][O:2][c:3]1[n:4][cH:5][c:6]([C:7](=[O:8])[O:9][CH3:10])[cH:11][c:12]1[NH2:13]. Starting materials: [Na+], [OH-], COC(=O)Cc1ccc2c(c1)CC(NS(=O)(=O)c1ccc(C)cc1)C2. Yields the product Cc1ccc(S(=O)(=O)NC2Cc3ccc(CC(=O)O)cc3C2)cc1. Reaction SMILES: [Na+:27].[OH-:26].[c:1]1([CH3:25])[cH:2][cH:3][c:4]([S:7](=[O:8])(=[O:9])[NH:10][CH:11]2[CH2:12][c:13]3[cH:14][cH:15][c:16]([CH2:20][C:21](=[O:22])[O:23][CH3:24])[cH:17][c:18]3[CH2:19]2)[cH:5][cH:6]1>>[c:1]1([CH3:25])[cH:2][cH:3][c:4]([S:7](=[O:8])(=[O:9])[NH:10][CH:11]2[CH2:12][c:13]3[cH:14][cH:15][c:16]([CH2:20][C:21](=[O:22])[OH:23])[cH:17][c:18]3[CH2:19]2)[cH:5][cH:6]1. Reactants: C(C)OC(=O)C=1C(=NC(=NC1)SC)Cl (4-chloro-2-methylsulfanyl-pyrimidine-5-carboxylic acid ethyl ester), NC1=CC(=NN1C)C (5-amino-1,3-dimethylpyrazole). Run in C(C)O (ethanol). Reaction conditions: temperature 80 celsius. Product: C(C)OC(=O)C=1C(=NC(=NC1)SC)NC=1N(N=C(C1)C)C (4-(2,5-dimethyl-2H-pyrazol-3-ylamino)-2-methylsulfanyl-pyrimidine-5-carboxylic acid ethyl ester). Isolated yield 79.7%. Reaction SMILES: [CH2:1]([O:3][C:4]([C:6]1[C:7](Cl)=[N:8][C:9]([S:12][CH3:13])=[N:10][CH:11]=1)=[O:5])[CH3:2].[NH2:15][C:16]1[N:20]([CH3:21])[N:19]=[C:18]([CH3:22])[CH:17]=1>C(O)C>[CH2:1]([O:3][C:4]([C:6]1[C:7]([NH:15][C:16]2[N:20]([CH3:21])[N:19]=[C:18]([CH3:22])[CH:17]=2)=[N:8][C:9]([S:12][CH3:13])=[N:10][CH:11]=1)=[O:5])[CH3:2]. Procedure details: To a solution of 4-chloro-2-methylsulfanyl-pyrimidine-5-carboxylic acid ethyl ester (4.6 g, 19.6 mmol) in ethanol (90 mL) is added 5-amino-1,3-dimethylpyrazole (4.4 g, 39.2 mmol). The mixture is heated for 22 hours at 80° C. The reaction is cooled to room temp and concentrated in vacuo. The solid which remains is dissolved in CHCl3 and washed with aqueous saturated NaHCO3 solution. The organic phase is dried (MgSO4), filtered and concentrated in vacuo and the resulting residue is purified over s... The reactants are C(C)(C)C1=NOC(=C1)CNC(=S)N (1-[(3-isopropylisoxazol-5-yl)methyl]thiourea), [O-]CC.[Na+] (sodium ethoxide), C(#N)CC(=O)OCC (ethyl cyanoacetate). Conditions: time 2 hour. Yields the product NC1=CC(NC(N1CC1=CC(=NO1)C(C)C)=S)=O (6-Amino-1-[(3-isopropylisoxazol-5-yl)methyl]-2-thioxo-2,3-dihydropyrimidin-4(1H)-one). Yield: 13.5%. Reaction SMILES: [CH:1]([C:4]1[CH:8]=[C:7]([CH2:9][NH:10][C:11]([NH2:13])=[S:12])[O:6][N:5]=1)([CH3:3])[CH3:2].[O-]CC.[Na+].[C:18]([CH2:20][C:21](OCC)=[O:22])#[N:19]>>[NH2:19][C:18]1[N:10]([CH2:9][C:7]2[O:6][N:5]=[C:4]([CH:1]([CH3:3])[CH3:2])[CH:8]=2)[C:11](=[S:12])[NH:13][C:21](=[O:22])[CH:20]=1 |f:1.2|. Reported procedure: The title compound was prepared in accordance with the general method described in Example 12(b) by using 1-[(3-isopropylisoxazol-5-yl)methyl]thiourea (1.11 g, 5.55 mmol, obtained from Example 15(a)), sodium ethoxide (21% w/v, 5.4 mL, 16.7 mmol) and ethyl cyanoacetate (1.8 mL, 16.7 mmol) with the exception that the reaction time after completed addition was 2 h. This provided 0.20 g (14% yield) of the title compound. Starting materials: CN(C=O)C (N,N-dimethylformamide), C([O-])([O-])=O.[K+].[K+] (potassium carbonate), BrC=1C=CC=2N(C(C(=C3C4=C(C(C1C23)=O)C=CC=C4)C#N)=O)C (6-bromo-1-cyano-3-methyl-3H-dibenz[f,ij]isoquinoline-2,7-dione), pure material, cupric acetate, NC(C)(O)C1=CC=CC=C1 (aminophenylethanol), CN(C=O)C (N,N-dimethylformamide). Solvent: C(C)(C)O (isopropanol). Reaction conditions: temperature 70 celsius, time 1 hour. Yields the product C(#N)C=1C(N(C2=C3C(C(C4=C(C13)C=CC=C4)=O)=C(C=C2)NC2=CC=C(C=C2)CCO)C)=O (1-cyano-6-[4-(2-hydroxyethyl)anilino]-3-methyl-3-H dibenz[f,ij]isoquinoline-2,7-dione). Isolated yield 8.1%. RXN SMILES: Br[C:2]1[CH:3]=[CH:4][C:5]2[N:6]([CH3:23])[C:7](=[O:22])[C:8]([C:20]#[N:21])=[C:9]3[C:14]=2[C:13]=1[C:12](=[O:15])[C:11]1[CH:16]=[CH:17][CH:18]=[CH:19][C:10]3=1.N[C:25]([C:28]1[CH:33]=[CH:32][CH:31]=[CH:30][CH:29]=1)(O)C.[C:34](=[O:37])([O-])[O-].[K+].[K+].C[N:41](C)C=O>C(O)(C)C>[C:20]([C:8]1[C:7](=[O:22])[N:6]([CH3:23])[C:5]2[CH:4]=[CH:3][C:2]([NH:41][C:31]3[CH:32]=[CH:33][C:28]([CH2:25][CH2:34][OH:37])=[CH:29][CH:30]=3)=[C:13]3[C:12](=[O:15])[C:11]4[CH:16]=[CH:17][CH:18]=[CH:19][C:10]=4[C:9]=1[C:14]=23)#[N:21] |f:2.3.4|. Reported procedure: A sample of 6-bromo-1-cyano-3-methyl-3H-dibenz[f,ij]isoquinoline-2,7-dione (36.5 g of 96% assay material--35.0 g pure material, 0.10 m) prepared is in Example 2, p aminophenylethanol (55.0 g), potassium carbonate (10.0 g), cupric acetate (12.0 g) and N,N-dimethylformamide (100 ml) were mixed and heated at about 70° C. for 1 hr. The temperature was then increased to about 80° C. and held for 1 hr, increased to about 90° C. and held for 1 hr, increased to about 100° C. and held for 1 hr and finall... Reactants: C[C@]12CC[C@H]3[C@H]([C@@H]1CCC2=O)CC=C4[C@@]3(CC[C@@H](C4)O)C (dehydroepiandrosterone), O (water), C(=O)O (formic acid). Reaction conditions: temperature 60 celsius. The product is C(=O)OC[C@@]12C(CC[C@H]1[C@@H]1CC=C3CCCC[C@]3(C)[C@H]1CC2)=O (formyloxy-5-androstene-17-one). RXN SMILES: [CH3:1][C@@:2]12[C:10](=[O:11])[CH2:9][CH2:8][C@H:7]1[C@@H:6]1[CH2:12][CH:13]=[C:14]3[CH2:19][C@@H:18](O)[CH2:17][CH2:16][C@:15]3([CH3:21])[C@H:5]1[CH2:4][CH2:3]2.O.[CH:23]([OH:25])=[O:24]>>[CH:23]([O:25][CH2:1][C@:2]12[CH2:3][CH2:4][C@H:5]3[C@@H:6]([CH2:12][CH:13]=[C:14]4[C@:15]3([CH3:21])[CH2:16][CH2:17][CH2:18][CH2:19]4)[C@@H:7]1[CH2:8][CH2:9][C:10]2=[O:11])=[O:24]. Reported procedure: Following the procedure described by Ringold (H. J. Ringold, et al., J. Am. Chem. Soc. 78, 816, 1956), dehydroepiandrosterone (2.88 g, 10 mmol) dissolved in 85% formic acid (100 mL) is heated at 60° C. for 1 h. After cooling, the mixture is poured into iced water and after 16 h, crystals are filtered and dried in vacuo. Reactants: Cc1cc(C(=O)O)c(C=O)[nH]1, NCCn1ccnn1. As a reaction SMILES: [CH:1](=[O:2])[c:3]1[nH:4][c:5]([CH3:11])[cH:6][c:7]1[C:8](=[O:9])[OH:10].[n:12]1([CH2:17][CH2:18][NH2:19])[n:13][n:14][cH:15][cH:16]1>>[CH:1](=[O:2])[c:3]1[nH:4][c:5]([CH3:11])[cH:6][c:7]1[C:8](=[O:10])[NH:19][CH2:18][CH2:17][n:12]1[n:13][n:14][cH:15][cH:16]1. Yields the product Cc1cc(C(=O)NCCn2ccnn2)c(C=O)[nH]1.